From a dataset of the Open Reaction Database (ORD), a public repository of structured organic reaction records. describe an organic reaction: reactants, conditions, products, and yield Starting materials: [C-]#N, [C-]#N, COC(=O)c1ccc(Cl)nc1Nc1ccc([Si](C)(C)C)cc1F, CN(C)C=O, [Zn+2], c1ccc(P(c2ccccc2)(c2ccccc2)[Pd](P(c2ccccc2)(c2ccccc2)c2ccccc2)(P(c2ccccc2)(c2ccccc2)c2ccccc2)P(c2ccccc2)(c2ccccc2)c2ccccc2)cc1. As a reaction SMILES: [C-:29]#[N:30].[C-:32]#[N:33].[CH3:1][O:2][C:3]([c:4]1[c:5]([NH:11][c:12]2[c:13]([F:22])[cH:14][c:15]([Si:18]([CH3:19])([CH3:20])[CH3:21])[cH:16][cH:17]2)[n:6][c:7]([Cl:10])[cH:8][cH:9]1)=[O:23].[CH3:24][N:25]([CH3:26])[CH:27]=[O:28].[Zn+2:31].[cH:34]1[cH:35][cH:36][c:37]([P:38]([Pd:39]([P:40]([c:41]2[cH:42][cH:43][cH:44][cH:45][cH:46]2)([c:47]2[cH:48][cH:49][cH:50][cH:51][cH:52]2)[c:53]2[cH:54][cH:55][cH:56][cH:57][cH:58]2)([P:59]([c:60]2[cH:61][cH:62][cH:63][cH:64][cH:65]2)([c:66]2[cH:67][cH:68][cH:69][cH:70][cH:71]2)[c:72]2[cH:73][cH:74][cH:75][cH:76][cH:77]2)[P:78]([c:79]2[cH:80][cH:81][cH:82][cH:83][cH:84]2)([c:85]2[cH:86][cH:87][cH:88][cH:89][cH:90]2)[c:91]2[cH:92][cH:93][cH:94][cH:95][cH:96]2)([c:97]2[cH:98][cH:99][cH:100][cH:101][cH:102]2)[c:103]2[cH:104][cH:105][cH:106][cH:107][cH:108]2)[cH:109][cH:110]1>>[CH3:1][O:2][C:3]([c:4]1[c:5]([NH:11][c:12]2[c:13]([F:22])[cH:14][c:15]([Si:18]([CH3:19])([CH3:20])[CH3:21])[cH:16][cH:17]2)[n:6][c:7]([C:24]#[N:25])[cH:8][cH:9]1)=[O:23]. Product: COC(=O)c1ccc(C#N)nc1Nc1ccc([Si](C)(C)C)cc1F. Reactants: ice, C(C)[Si](CC)(CC)Cl (triethylsilyl chloride), CC1=C2[C@H](C(=O)[C@@]3([C@H](C[C@@H]4[C@]([C@H]3[C@@H]([C@@](C2(C)C)(C[C@@H]1O)O)OC(=O)C=5C=CC=CC5)(CO4)OC(=O)C)O)C)O (10-deacetylbaccatin III), C(C)(=O)OC(C)=O (acetic anhydride). The solvent is N1=CC=CC=C1 (pyridine). Reaction conditions: temperature 5 celsius, time 40 hour. The product is CC[Si](CC)(CC)O[C@H]1C[C@@H]2[C@@](CO2)([C@@H]3[C@@]1(C(=O)[C@@H](C4=C([C@H](C[C@@]([C@H]3OC(=O)C5=CC=CC=C5)(C4(C)C)O)O)C)OC(=O)C)C)OC(=O)C (7-(Triethylsilyl)baccatin III). Isolated yield 77.0%. Reaction SMILES: [CH2:1]([Si:3](Cl)([CH2:6][CH3:7])[CH2:4][CH3:5])[CH3:2].[CH3:9][C:10]1[C@@H:27]([OH:28])[CH2:26][C@:22]2([OH:29])[C:23]([CH3:25])([CH3:24])[C:11]=1[C@@H:12]([OH:47])[C:13]([C@@:15]1([CH3:46])[C@H:20]([C@@H:21]2[O:30][C:31]([C:33]2[CH:34]=[CH:35][CH:36]=[CH:37][CH:38]=2)=[O:32])[C@:19]2([O:41][C:42]([CH3:44])=[O:43])[CH2:39][O:40][C@@H:18]2[CH2:17][C@@H:16]1[OH:45])=[O:14].[C:48](OC(=O)C)(=[O:50])[CH3:49]>N1C=CC=CC=1>[CH3:2][CH2:1][Si:3]([O:45][C@@H:16]1[C@@:15]2([CH3:46])[C:13]([C@H:12]([O:47][C:48]([CH3:49])=[O:50])[C:11]3[C:23]([CH3:24])([CH3:25])[C@:22]([OH:29])([C@@H:21]([O:30][C:31]([C:33]4[CH:38]=[CH:37][CH:36]=[CH:35][CH:34]=4)=[O:32])[C@@H:20]2[C@:19]2([O:41][C:42]([CH3:44])=[O:43])[CH2:39][O:40][C@@H:18]2[CH2:17]1)[CH2:26][C@H:27]([OH:28])[C:10]=3[CH3:9])=[O:14])([CH2:6][CH3:7])[CH2:4][CH3:5]. Procedure: 182 g of triethylsilyl chloride are added over 1 hour 20 minutes to a solution of 293.9 g of 10-deacetylbaccatin III in 2.7 liters of pyridine. The solution obtained is stirred for 40 hours at 5° C. 360 g of acetic anhydride are then added while the temperature is maintained at 5° C. The suspension obtained is stirred for 48 hours at 20° C. and then poured into 40 liters of ice-cold water. The precipitate obtained is separated by filtration, then washed with 8 times 2 liters of water and lastly ... Reactants: C1(=CC=CC=C1)CC(=O)NN (phenylacetic acid hydrazide), C(C)C1=CC(=CC2=C1C(=NCC(N2)=S)C2=CC(=CC=C2)CC)CC (6,8-diethyl-1,3-dihydro-5-(m-ethylphenyl)-2H-1,4-benzodiazepine-2-thione). Run in C(C)O (ethanol). Conditions: temperature 250 celsius. Product: C(C)C1=CC(=CC2=C1C(=NCC=1N2C(=NN1)CC1=CC=CC=C1)C1=CC(=CC=C1)CC)CC (7,9-diethyl-1-benzyl-6-(m-ethylphenyl)-4H-s-triazolo[4,3-a][1,4]benzodiazepine). As a reaction SMILES: [CH2:1]([C:3]1[C:8]2[C:9]([C:15]3[CH:20]=[CH:19][CH:18]=[C:17]([CH2:21][CH3:22])[CH:16]=3)=[N:10][CH2:11][C:12](=S)[NH:13][C:7]=2[CH:6]=[C:5]([CH2:23][CH3:24])[CH:4]=1)[CH3:2].[C:25]1([CH2:31][C:32]([NH:34][NH2:35])=O)[CH:30]=[CH:29][CH:28]=[CH:27][CH:26]=1>C(O)C>[CH2:1]([C:3]1[C:8]2[C:9]([C:15]3[CH:20]=[CH:19][CH:18]=[C:17]([CH2:21][CH3:22])[CH:16]=3)=[N:10][CH2:11][C:12]3[N:13]([C:32]([CH2:31][C:25]4[CH:30]=[CH:29][CH:28]=[CH:27][CH:26]=4)=[N:34][N:35]=3)[C:7]=2[CH:6]=[C:5]([CH2:23][CH3:24])[CH:4]=1)[CH3:2]. Procedure details: In the manner given in Example 2, 6,8-diethyl-1,3-dihydro-5-(m-ethylphenyl)-2H-1,4-benzodiazepine-2-thione is heated in ethanol with phenylacetic acid hydrazide and the resulting product heated to 250° C. to give 7,9-diethyl-1-benzyl-6-(m-ethylphenyl)-4H-s-triazolo[4,3-a][1,4]benzodiazepine. The reactants are COC=1C=C(C=O)C=CC1OC (3,4-dimethoxybenzaldehyde), C(#N)CC(=O)OC (methyl cyanoacetate). The reagents and catalysts are N1CCCCC1 (piperidine). Run in CO (methanol). Yields the product C(#N)C(C(=O)OC)=CC1=CC(=C(C=C1)OC)OC (Methyl 2-Cyano-3-(3,4-Dimethoxyphenyl)2-Propenoate). Reaction SMILES: [CH3:1][O:2][C:3]1[CH:4]=[C:5]([CH:8]=[CH:9][C:10]=1[O:11][CH3:12])[CH:6]=O.[C:13]([CH2:15][C:16]([O:18][CH3:19])=[O:17])#[N:14]>N1CCCCC1.CO>[C:13]([C:15](=[CH:6][C:5]1[CH:8]=[CH:9][C:10]([O:11][CH3:12])=[C:3]([O:2][CH3:1])[CH:4]=1)[C:16]([O:18][CH3:19])=[O:17])#[N:14]. Reported procedure: A mixture of 3,4-dimethoxybenzaldehyde 4.15 g, 0.025 mol), methyl cyanoacetate (2.48 g, 0.025 mol), methanol (100 mL) and piperidine (10 drops) is heated at reflux for 2 hours. The reaction mixture is then cooled and the product collected by filtration, washed with methanol and dried in air (yield--6.0 g, 97%). The following structure is supported by mass spectrometry: ##STR20## The compound has an absorption maximum at 361 nm in methylene chloride.